The task is: describe an organic reaction: reactants, conditions, products, and yield. This data is from the Open Reaction Database (ORD), a public repository of structured organic reaction records. Starting materials: CCC1CC2(CC1c1nnc3cnc4c(ccn4COCC[Si](C)(C)C)n13)OCCO2, C1CCOC1, Cl. The product is CCC1CC(=O)CC1c1nnc2cnc3c(ccn3COCC[Si](C)(C)C)n12. Reaction SMILES: [CH2:1]([CH3:2])[CH:3]1[CH:4]([c:12]2[n:13][n:14][c:15]3[n:16]2[c:17]2[c:18]([n:19][cH:20]3)[n:21]([CH2:24][O:25][CH2:26][CH2:27][Si:28]([CH3:29])([CH3:30])[CH3:31])[cH:22][cH:23]2)[CH2:5][C:6]2([O:7][CH2:10][CH2:9][O:8]2)[CH2:11]1.[CH2:33]1[O:34][CH2:35][CH2:36][CH2:37]1.[ClH:32]>>[CH2:1]([CH3:2])[CH:3]1[CH:4]([c:12]2[n:13][n:14][c:15]3[n:16]2[c:17]2[c:18]([n:19][cH:20]3)[n:21]([CH2:24][O:25][CH2:26][CH2:27][Si:28]([CH3:29])([CH3:30])[CH3:31])[cH:22][cH:23]2)[CH2:5][C:6](=[O:7])[CH2:11]1. Starting materials: C(C)(C)C1=NC(=C(C(=C1C(=O)OCC)C1=CC=C(C=C1)Cl)C=CCCC)C(C)C (Ethyl 2,6-diisopropyl-4-(4-chlorophenyl)-5-(pent-1-enyl)-pyridine-3-carboxylate). Run in C(C)(=O)OCC.CCCCCC (ethyl acetate n-hexane). Product: C(C)(C)C1=NC(=C(C(=C1CO)C1=CC=C(C=C1)Cl)C=CCCC)C(C)C (2,6-Diisopropyl-3-hydroxymethyl-4-(4-chlorophenyl)-5-(pent-1-enyl)pyridine). As a reaction SMILES: [CH:1]([C:4]1[C:9]([C:10](OCC)=[O:11])=[C:8]([C:15]2[CH:20]=[CH:19][C:18]([Cl:21])=[CH:17][CH:16]=2)[C:7]([CH:22]=[CH:23][CH2:24][CH2:25][CH3:26])=[C:6]([CH:27]([CH3:29])[CH3:28])[N:5]=1)([CH3:3])[CH3:2]>C(OCC)(=O)C.CCCCCC>[CH:1]([C:4]1[C:9]([CH2:10][OH:11])=[C:8]([C:15]2[CH:16]=[CH:17][C:18]([Cl:21])=[CH:19][CH:20]=2)[C:7]([CH:22]=[CH:23][CH2:24][CH2:25][CH3:26])=[C:6]([CH:27]([CH3:28])[CH3:29])[N:5]=1)([CH3:3])[CH3:2] |f:1.2|. Reported procedure: The title compound was prepared from the intermediate obtained in Step A by the procedure described in Example 125, Step F. 1H NMR (300 MHz, CDCl3) (reported as a 6:1 mixture of olefin isomers): δ 0.73-0.83 (m, 3 H), 1.10-1.40 (14 H), 1.91 (m, 2 H), 3.93 (m, 2 H), 4.39 (d, J=5.0 Hz, 2 H), 5.25-5.45 (m, 1 H), 5.98 (m, 1 H), 7.11 (m, 2 H), 7.35 (m, 2 H). Rf=0.36 (10% ethyl acetate/n-hexane). Reactants: COC(=O)C1=NC(=NC(=C1)NC1CCN(CC1)C(=O)OC(C)(C)C)Cl (6-(1-tert-butoxycarbonyl-piperidin-4-ylamino)-2-chloro-pyrimidine-4-carboxylic acid methyl ester). Run in C(C)O (ethanol), Cl (HCl), O1CCOCC1 (dioxane). Reaction SMILES: [CH3:1][O:2][C:3]([C:5]1[CH:10]=[C:9]([NH:11][CH:12]2[CH2:17][CH2:16][N:15](C(OC(C)(C)C)=O)[CH2:14][CH2:13]2)[N:8]=[C:7]([Cl:25])[N:6]=1)=[O:4]>C(O)C.Cl.O1CCOCC1>[ClH:25].[ClH:25].[CH3:1][O:2][C:3]([C:5]1[CH:10]=[C:9]([NH:11][CH:12]2[CH2:17][CH2:16][NH:15][CH2:14][CH2:13]2)[N:8]=[C:7]([Cl:25])[N:6]=1)=[O:4] |f:4.5.6|. Product: Cl.Cl.COC(=O)C1=NC(=NC(=C1)NC1CCNCC1)Cl (2-Chloro-6-(piperidin-4-ylamino)-pyrimidine-4-carboxylic acid methyl ester dihydrochloride). Procedure: A solution of 6-(1-tert-butoxycarbonyl-piperidin-4-ylamino)-2-chloro-pyrimidine-4-carboxylic acid methyl ester (3.46 g, 9.34 mmol) in ethanol (50 mL) and 4 M HCl in dioxane (75 mL) was stirred at rt for 2 h. The solvent was removed under reduced pressure and the crude product used in the consecutive step without further purification assuming quantitative deprotection and formation of the dihydrochloride salt. MS (ISP): 271.1 [M+H]+. Reactants: FC1=CC=C2C(=CNC2=C1)C1CCNCC1 (6-fluoro-3-piperidin-4-yl-1H-indole), C(C)OC(C1=C(C=CC(=C1)CBr)OC)=O (5-bromomethyl-2-methoxy-benzoic acid ethyl ester). Product: C(C)OC(C1=C(C=CC(=C1)CN1CCC(CC1)C1=CNC2=CC=CC=C12)OC)=O (5-[4-(1H-indol-3-yl)-piperidin-1-ylmethyl]-2-methoxy-benzoic acid ethyl ester). Yield: 84.6%. As a reaction SMILES: F[C:2]1[CH:10]=[C:9]2[C:5]([C:6]([CH:11]3[CH2:16][CH2:15][NH:14][CH2:13][CH2:12]3)=[CH:7][NH:8]2)=[CH:4][CH:3]=1.[CH2:17]([O:19][C:20](=[O:31])[C:21]1[CH:26]=[C:25]([CH2:27]Br)[CH:24]=[CH:23][C:22]=1[O:29][CH3:30])[CH3:18]>>[CH2:17]([O:19][C:20](=[O:31])[C:21]1[CH:26]=[C:25]([CH2:27][N:14]2[CH2:15][CH2:16][CH:11]([C:6]3[C:5]4[C:9](=[CH:10][CH:2]=[CH:3][CH:4]=4)[NH:8][CH:7]=3)[CH2:12][CH2:13]2)[CH:24]=[CH:23][C:22]=1[O:29][CH3:30])[CH3:18]. Procedure details: This compound was prepared following the procedure described in example 1 (part D) starting with 0.5 g (2.5 mmol) of 6-fluoro-3-piperidin-4-yl-1H-indole and 0.88 g (3.2 mmol) of 5-bromomethyl-2-methoxy-benzoic acid ethyl ester. After standard purification, 0.83 g (91% of yield) of 5-[4-(1H-indol-3-yl)-piperidin-1-ylmethyl]-2-methoxy-benzoic acid ethyl ester were obtained.